From a dataset of the Open Reaction Database (ORD), a public repository of structured organic reaction records. describe an organic reaction: reactants, conditions, products, and yield Starting materials: Cc1ccccc1, O=Cc1ccccc1, Nc1ccc(F)cc1F, O. Yields the product Fc1ccc(N=Cc2ccccc2)c(F)c1. RXN SMILES: [CH3:18][c:19]1[cH:20][cH:21][cH:22][cH:23][cH:24]1.[CH:10](=[O:11])[c:12]1[cH:13][cH:14][cH:15][cH:16][cH:17]1.[F:1][c:2]1[c:3]([NH2:4])[cH:5][cH:6][c:7]([F:9])[cH:8]1.[OH2:25]>>[F:1][c:2]1[c:3]([N:4]=[CH:10][c:12]2[cH:13][cH:14][cH:15][cH:16][cH:17]2)[cH:5][cH:6][c:7]([F:9])[cH:8]1.